From a dataset of the Open Reaction Database (ORD), a public repository of structured organic reaction records. describe an organic reaction: reactants, conditions, products, and yield Reactants: C(C=C)NC(C1=C(C=C(C=C1)Cl)Cl)=O (N-allyl-2,4-dichlorobenzamide), [H-].[Na+] (sodium hydride), C1(=CC=C(C=C1)S(=O)(=O)Cl)C (p-toluenesulfonyl chloride). Run in O1CCCC1 (tetrahydrofuran). Reaction conditions: time 30 minute. Yields the product C(C=C)N(S(=O)(=O)C1=CC=C(C=C1)C)C(C1=C(C=C(C=C1)Cl)Cl)=O (N-Allyl-N-(2,4-dichlorobenzoyl)-4-toluenesulfonamide). Yield: 68.0%. As a reaction SMILES: [CH2:1]([NH:4][C:5](=[O:14])[C:6]1[CH:11]=[CH:10][C:9]([Cl:12])=[CH:8][C:7]=1[Cl:13])[CH:2]=[CH2:3].[H-].[Na+].[C:17]1([CH3:27])[CH:22]=[CH:21][C:20]([S:23](Cl)(=[O:25])=[O:24])=[CH:19][CH:18]=1>O1CCCC1>[CH2:1]([N:4]([C:5](=[O:14])[C:6]1[CH:11]=[CH:10][C:9]([Cl:12])=[CH:8][C:7]=1[Cl:13])[S:23]([C:20]1[CH:21]=[CH:22][C:17]([CH3:27])=[CH:18][CH:19]=1)(=[O:25])=[O:24])[CH:2]=[CH2:3] |f:1.2|. Reported procedure: 4.6 g (0.02 mole) of N-allyl-2,4-dichlorobenzamide was added to 1.2 g (0.024 mole) of 50% sodium hydride in 20 ml of dry tetrahydrofuran. The mixture was stirred at room temperature for 30 minutes to react them. Then, 4.2 g (0.024 mole) of p-toluenesulfonyl chloride was added, and reacted at room temperature for 1 hour. The tetrahydrofuran was distilled off under reduced pressure. After adding cold water to the residual oil, it was extracted with benzene, dried over anhydrous magnesium sulfate, ... The reactants are [Br-], Cc1ccccc1, CCOC(=O)C(C)c1nc(C)cs1, Cl, [K+], OO. Product: CCOC(=O)C(C)(Br)c1nc(C)cs1. As a reaction SMILES: [Br-:16].[CH3:19][c:20]1[cH:21][cH:22][cH:23][cH:24][cH:25]1.[CH3:1][c:2]1[n:3][c:4]([CH:7]([C:8](=[O:9])[O:10][CH2:11][CH3:12])[CH3:13])[s:5][cH:6]1.[ClH:14].[K+:15].[OH:17][OH:18]>>[CH3:1][c:2]1[n:3][c:4]([C:7]([C:8](=[O:9])[O:10][CH2:11][CH3:12])([CH3:13])[Br:16])[s:5][cH:6]1. RXN SMILES: [C:16](=[O:17])([O-:18])[O-:19].[CH3:36][N:37]([CH3:38])[CH:39]=[O:40].[F:22][C:23]([c:24]1[c:25]([C:26](=[O:27])[Cl:28])[cH:29][cH:30][c:31]([F:33])[cH:32]1)([F:34])[F:35].[K+:20].[K+:21].[OH2:41].[n:1]1[cH:2][cH:3][cH:4][c:5]2[c:6]1[NH:7][c:8]1[c:9]([cH:12][cH:13][cH:14][cH:15]1)[NH:10][CH2:11]2>>[n:1]1[cH:2][cH:3][cH:4][c:5]2[c:6]1[NH:7][c:8]1[c:9]([cH:12][cH:13][cH:14][cH:15]1)[N:10]([C:26]([c:25]1[c:24]([C:23]([F:22])([F:34])[F:35])[cH:32][c:31]([F:33])[cH:30][cH:29]1)=[O:27])[CH2:11]2. Starting materials: O=C([O-])[O-], CN(C)C=O, O=C(Cl)c1ccc(F)cc1C(F)(F)F, [K+], [K+], O, c1cnc2c(c1)CNc1ccccc1N2. Yields the product O=C(c1ccc(F)cc1C(F)(F)F)N1Cc2cccnc2Nc2ccccc21. The reactants are ON=C(C1=CN=CC=C1)N (N′-hydroxynicotinimidamide), OC=1C=C(C(=O)O)C=CC1[N+](=O)[O-] (3-hydroxy-4-nitrobenzoic acid), N (NH3). Product: [N+](=O)([O-])C1=C(C=C(C=C1)C1=NC(=NO1)C=1C=NC=CC1)O (2-nitro-5-(3-(pyridin-3-yl)-1,2,4-oxadiazol-5-yl)phenol). Reaction SMILES: [OH:1][N:2]=[C:3]([NH2:10])[C:4]1[CH:9]=[CH:8][CH:7]=[N:6][CH:5]=1.[OH:11][C:12]1[CH:13]=[C:14]([CH:18]=[CH:19][C:20]=1[N+:21]([O-:23])=[O:22])[C:15](O)=O.N>>[N+:21]([C:20]1[CH:19]=[CH:18][C:14]([C:15]2[O:1][N:2]=[C:3]([C:4]3[CH:5]=[N:6][CH:7]=[CH:8][CH:9]=3)[N:10]=2)=[CH:13][C:12]=1[OH:11])([O-:23])=[O:22]. Procedure: The title compound was prepared according to the procedure of Example 8 using N′-hydroxynicotinimidamide (Aldrich) and 3-hydroxy-4-nitrobenzoic acid (Maybridge). 1H NMR (300 MHz, DMSO-d6) δ 6.51 (d, J=9.1 Hz, 1 H), 6.92-7.31 (s (broad), 1 H), 7.61 (ddd, J=7.9, 4.8, 0.8 Hz, 1 H), 7.68 (dd, J=9.1, 2.4 Hz, 1 H), 8.40 (dt, J=7.9, 2.0 Hz, 1 H), 8.53 (d, J=2.4 Hz, 1 H), 8.77 (dd, J=4.8, 1.6 Hz, 1 H), 9.20 (d, J=1.6 Hz, 1 H) ppm; MS (DCI/NH3) m/z 285 (M+H)+.